Task: describe an organic reaction: reactants, conditions, products, and yield. Dataset: the Open Reaction Database (ORD), a public repository of structured organic reaction records Starting materials: BrCc1ccc2nsnc2c1, [Ca+2], O=C([O-])[O-], C1COCCO1, O. The product is OCc1ccc2nsnc2c1. RXN SMILES: [Br:1][CH2:2][c:3]1[cH:4][c:5]2[c:6]([n:7][s:8][n:9]2)[cH:10][cH:11]1.[Ca+2:12].[O-:13][C:14](=[O:15])[O-:16].[O:18]1[CH2:19][CH2:20][O:21][CH2:22][CH2:23]1.[OH2:17]>>[CH2:2]([c:3]1[cH:4][c:5]2[c:6]([n:7][s:8][n:9]2)[cH:10][cH:11]1)[OH:13].